The task is: describe an organic reaction: reactants, conditions, products, and yield. This data is from the Open Reaction Database (ORD), a public repository of structured organic reaction records. The solvent is P(=O)([O-])([O-])[O-].[K+].[K+].[K+] (potassium phosphate). Yields the product ClC1=CC(=C2C(=N1)N(C=N2)[C@H]2[C@H](O)[C@H](O)[C@H](O2)CO)Cl (5,7-Dichloro-3-β-D-ribofuranosyl-3H-imidazo[4,5-b]pyridine). RXN SMILES: [Cl:1][C:2]1[N:7]=[C:6]2[NH:8][CH:9]=[N:10][C:5]2=[C:4]([Cl:11])[CH:3]=1.[C@@H:12]1(N2C=CC(=O)NC2=O)[O:20][C@H:17]([CH2:18][OH:19])[C@@H:15]([OH:16])[C@H:13]1[OH:14].[N-]=[N+]=[N-].[K+]>P([O-])([O-])([O-])=O.[K+].[K+].[K+]>[Cl:1][C:2]1[N:7]=[C:6]2[N:8]([C@@H:12]3[O:20][C@H:17]([CH2:18][OH:19])[C@@H:15]([OH:16])[C@H:13]3[OH:14])[CH:9]=[N:10][C:5]2=[C:4]([Cl:11])[CH:3]=1 |f:2.3,4.5.6.7|. The reactants are purine nucleoside, [C@@H]1([C@H](O)[C@H](O)[C@@H](CO)O1)N1C(=O)NC(=O)C=C1 (uridine), ClC1=CC(=C2C(=N1)NC=N2)Cl (5,7-Dichloro-3H-imidazo[4,5-b]pyridine), [C@@H]1([C@H](O)[C@H](O)[C@@H](CO)O1)N1C(=O)NC(=O)C=C1 (uridine), [N-]=[N+]=[N-].[K+] (potassium azide). Reported procedure: 5,7-Dichloro-3H-imidazo[4,5-b]pyridine (0.0053 mole, 1.0 g) and uridine (0.00795 mole, 1.94 g), were suspended in 20 ml potassium phosphate, 0.01M at pH 7 with 0.04% potassium azide. The catalysts, purine nucleoside phosphorylase (1900 units) and uridine phosphorylase (1300 units) were added and the suspension mixed for 10 days at 35° C. The reaction was filtered and the cake dissolved in boiling methanol. After filtering, the volume was doubled with water then reduced to one quarter the volume ... The reactants are residue, BrN1C(C(C1)(CBr)CBr)=O (1-bromo-3,3-bis(bromomethyl)-2-azetidinone), C1(=CC=CC=C1)C (toluene). Run in C(Cl)(Cl)(Cl)Cl (carbon tetrachloride). Product: BrCC1(C(NC1)=O)CBr (3,3-bis(bromomethyl)-2-azetidinone). RXN SMILES: Br[N:2]1[CH2:5][C:4]([CH2:8][Br:9])([CH2:6][Br:7])[C:3]1=[O:10].C1(C)C=CC=CC=1>C(Cl)(Cl)(Cl)Cl>[Br:7][CH2:6][C:4]1([CH2:8][Br:9])[CH2:5][NH:2][C:3]1=[O:10]. Procedure details: A 22.4 g (0.067 mole) sample of the 1-bromo-3,3-bis(bromomethyl)-2-azetidinone was dissolved in 450 ml carbon tetrachloride. The insoluble residue (2.0 g) was discarded. A 7 ml (6.07 g, 0.067 mole) portion of toluene was added to the stirred solution. The reaction mixture was irradiated by a 275 watt General Electric Sunlamp and allowed to reflux for one hour. The reaction mixture was decanted hot from a small amount of residue on the stirrer and flask wall and then cooled in ice. White crystals... The reactants are [Si](C)(C)(C(C)(C)C)O[C@H]1C[C@@H](CC2=CC=C3[C@@H]4CC=C([C@@H](C)O)[C@]4(CC[C@@H]3[C@@]12C)C)O[Si](C)(C)C(C)(C)C (1α,3β-Bis(tert-butyldimethylsilyloxy)-20(R)-hydroxypregna-5,7,16-triene), [H-].[Na+] (sodium hydride), C1COCCOCCOCCOCCO1 (15-crown-5), BrCC(=O)OC(C)(C)C (t-butyl bromoacetate). Run in O1CCCC1 (tetrahydrofuran). Yields the product [Si](C)(C)(C(C)(C)C)O[C@H]1C[C@@H](CC2=CC=C3[C@@H]4CC=C([C@@H](C)OCC(=O)OC(C)(C)C)[C@]4(CC[C@@H]3[C@@]12C)C)O[Si](C)(C)C(C)(C)C (1α,3β-bis(tert-butyldimethylsilyloxy)-20(R)-(tert-butoxycarbonylmethoxy)pregna-5,7,16-triene). Isolated yield 74.9%. Reaction SMILES: [Si:1]([O:8][C@@H:9]1[C@@:28]2([CH3:29])[C:13](=[CH:14][CH:15]=[C:16]3[C@@H:27]2[CH2:26][CH2:25][C@@:24]2([CH3:30])[C@H:17]3[CH2:18][CH:19]=[C:20]2[C@H:21]([OH:23])[CH3:22])[CH2:12][C@@H:11]([O:31][Si:32]([C:35]([CH3:38])([CH3:37])[CH3:36])([CH3:34])[CH3:33])[CH2:10]1)([C:4]([CH3:7])([CH3:6])[CH3:5])([CH3:3])[CH3:2].[H-].[Na+].C1OCCOCCOCCOCCOC1.Br[CH2:57][C:58]([O:60][C:61]([CH3:64])([CH3:63])[CH3:62])=[O:59]>O1CCCC1>[Si:1]([O:8][C@@H:9]1[C@@:28]2([CH3:29])[C:13](=[CH:14][CH:15]=[C:16]3[C@@H:27]2[CH2:26][CH2:25][C@@:24]2([CH3:30])[C@H:17]3[CH2:18][CH:19]=[C:20]2[C@H:21]([O:23][CH2:57][C:58]([O:60][C:61]([CH3:64])([CH3:63])[CH3:62])=[O:59])[CH3:22])[CH2:12][C@@H:11]([O:31][Si:32]([C:35]([CH3:37])([CH3:36])[CH3:38])([CH3:33])[CH3:34])[CH2:10]1)([C:4]([CH3:7])([CH3:6])[CH3:5])([CH3:3])[CH3:2] |f:1.2|. Procedure: 1α,3β-Bis(tert-butyldimethylsilyloxy)-20(R)-hydroxypregna-5,7,16-triene (158 mg, 0.283 mmol) was treated with sodium hydride (60% in oil, 77 mg, 1.925 mmol), tetrahydrofuran (6 ml), 15-crown-5 (67 mg, 0.304 mmol) and t-butyl bromoacetate (0.25 ml, 1.679 mmol) in the same manner as shown in Example 8(1) (at an external temperature of 85° C. for 11 hours and 40 minutes) and then worked up. The resulting residue was purified by column chromatography (hexane:ethyl acetate=10:1) and preparative thin ...